Dataset: the Open Reaction Database (ORD), a public repository of structured organic reaction records. Task: describe an organic reaction: reactants, conditions, products, and yield Starting materials: CC1(C=CC2=C(O1)C1=C(OC(C=C1CCC)=O)C=C2OC(CC)=O)C (2,2-Dimethyl-5-propionyloxy-10-propyl-2H,8H-benzo[1,2-b:3,4-b′]dipyran-8-one), C(=O)(O)[O-].[Na+] (NaHCO3), O (water). Run in CO (MeOH). Run at time 7 hour. The product is CC1(C=CC2=C(O1)C1=C(OC(C=C1CCC)=O)C=C2O)C (2,2-Dimethyl-5-hydroxy-10-propyl-2H,8H-benzo[1,2-b:3,4-b′]dipyran-8-one). Yield: 52.1%. RXN SMILES: [CH3:1][C:2]1([CH3:25])[O:7][C:6]2[C:8]3[C:13]([CH2:14][CH2:15][CH3:16])=[CH:12][C:11](=[O:17])[O:10][C:9]=3[CH:18]=[C:19]([O:20]C(=O)CC)[C:5]=2[CH:4]=[CH:3]1.C([O-])(O)=O.[Na+].O>CO>[CH3:25][C:2]1([CH3:1])[O:7][C:6]2[C:8]3[C:13]([CH2:14][CH2:15][CH3:16])=[CH:12][C:11](=[O:17])[O:10][C:9]=3[CH:18]=[C:19]([OH:20])[C:5]=2[CH:4]=[CH:3]1 |f:1.2|. Procedure details: To a solution of ester 5a (223 mg, 0.65 mmol) in 15 mL of MeOH were added saturated aqueous solution of NaHCO3 (7 mL) and water (7 mL). The reaction mixture was stirred at room temperature under nitrogen for 7 h until TLC indicated complete consumption of the starting material. The reaction mixture was then acidified with 10% aqueous HCl (100 mL), and extracted with EtOAc (50 mL). The organic solution was washed with brine (100 mL) and dried with Na2SO4. Evaporation of the solvent yielded the cr... The reactants are FC1(OC2=C(O1)C=CC(=C2)C2(CC2)C(=O)NC2=CC(=C(C=C2)C)B2OC(C(O2)(C)C)(C)C)F (1-(2,2-Difluorobenzo[d][1,3]dioxol-5-yl)-N-(4-methyl-3-(4,4,5,5-tetramethyl-1,3,2-dioxaborolan-2-yl)phenyl)cyclopropanecarboxamide), BrC=1C=CC2=C(C(NS2(=O)=O)=O)C1 (5-bromo-1,1-dioxo-1,2-dihydro-1λ6-benzo[d]isothiazol-3-one), C(=O)([O-])[O-].[Na+].[Na+] (Na2CO3). Run at temperature 120 celsius. Reported procedure: 1-(2,2-Difluorobenzo[d][1,3]dioxol-5-yl)-N-(4-methyl-3-(4,4,5,5-tetramethyl-1,3,2-dioxaborolan-2-yl)phenyl)cyclopropanecarboxamide (46 mg, 0.10 mmol), 5-bromo-1,1-dioxo-1,2-dihydro-1λ6-benzo[d]isothiazol-3-one (26 mg, 0.10 mmol), Pd(dppf)Cl2 (4.0 mg, 0.0050 mmol), 2M Na2CO3 (150 μL, 0.30 mmol), and DMF (1 mL) were combined and heated at 120° C. in the microwave for 10 min. The mixture was filtered and purified by reverse phase preparatory HPLC to give 1-(2,2-difluoro-2H-1,3-benzodioxol-5-yl)-N-[... RXN SMILES: [F:1][C:2]1([F:33])[O:6][C:5]2[CH:7]=[CH:8][C:9]([C:11]3([C:14]([NH:16][C:17]4[CH:22]=[CH:21][C:20]([CH3:23])=[C:19](B5OC(C)(C)C(C)(C)O5)[CH:18]=4)=[O:15])[CH2:13][CH2:12]3)=[CH:10][C:4]=2[O:3]1.Br[C:35]1[CH:36]=[CH:37][C:38]2[S:42](=[O:44])(=[O:43])[NH:41][C:40](=[O:45])[C:39]=2[CH:46]=1.C([O-])([O-])=O.[Na+].[Na+]>C1C=CC(P(C2C=CC=CC=2)[C-]2C=CC=C2)=CC=1.C1C=CC(P(C2C=CC=CC=2)[C-]2C=CC=C2)=CC=1.Cl[Pd]Cl.[Fe+2].CN(C=O)C>[F:1][C:2]1([F:33])[O:6][C:5]2[CH:7]=[CH:8][C:9]([C:11]3([C:14]([NH:16][C:17]4[CH:22]=[CH:21][C:20]([CH3:23])=[C:19]([C:35]5[CH:36]=[CH:37][C:38]6[S:42](=[O:44])(=[O:43])[NH:41][C:40](=[O:45])[C:39]=6[CH:46]=5)[CH:18]=4)=[O:15])[CH2:13][CH2:12]3)=[CH:10][C:4]=2[O:3]1 |f:2.3.4,5.6.7.8|. Yields the product FC1(OC2=C(O1)C=CC(=C2)C2(CC2)C(=O)NC2=CC(=C(C=C2)C)C=2C=CC1=C(C(NS1(=O)=O)=O)C2)F (1-(2,2-difluoro-2H-1,3-benzodioxol-5-yl)-N-[4-methyl-3-(1,1,3-trioxo-2,3-dihydro-1λ6,2-benzothiazol-5-yl)phenyl]cyclopropane-1-carboxamide). The reagents and catalysts are C1=CC=C(C=C1)P([C-]2C=CC=C2)C3=CC=CC=C3.C1=CC=C(C=C1)P([C-]2C=CC=C2)C3=CC=CC=C3.Cl[Pd]Cl.[Fe+2] (Pd(dppf)Cl2). The solvent is CN(C)C=O (DMF).